Dataset: the Open Reaction Database (ORD), a public repository of structured organic reaction records. Task: describe an organic reaction: reactants, conditions, products, and yield The reactants are C(CC(=O)OCC)(=O)OCC (diethyl malonate), [O-]CC.[Na+] (sodium ethoxide), C(=C)C1=NC=CC=C1 (2-vinylpyridine). Solvent: alcohol. Product: N1=C(C=CC=C1)CCC(C(=O)OCC)C(=O)OCC (Diethyl β-(2-pyridyl)-ethylmalonate). As a reaction SMILES: [C:1]([O:9][CH2:10][CH3:11])(=[O:8])[CH2:2][C:3]([O:5][CH2:6][CH3:7])=[O:4].[O-]CC.[Na+].[CH:16]([C:18]1[CH:23]=[CH:22][CH:21]=[CH:20][N:19]=1)=[CH2:17]>>[N:19]1[CH:20]=[CH:21][CH:22]=[CH:23][C:18]=1[CH2:16][CH2:17][CH:2]([C:3]([O:5][CH2:6][CH3:7])=[O:4])[C:1]([O:9][CH2:10][CH3:11])=[O:8] |f:1.2|. Reported procedure: Diethyl β-(2-pyridyl)-ethylmalonate was prepared in the manner described by V. Boekelheide and S. Rothchild, JACS, 71, 879 (1949). Briefly, diethyl malonate (375 g, 2.35 moles) was added to a solution of sodium ethoxide (23 g of sodium in 225 mL of absolute alcohol). To the boiling mixture, freshly distilled 2-vinylpyridine (106 g, 1.0 mole) in 175 mL of absolute alcohol was added slowly. After the mixture had boiled under reflux for two hours, the alcohol was removed by distillation and the res... The product is COc1ccc(-c2nccc(N3CCN(c4c(C)c(C)c5c(c4C)CC(C)(C)O5)CC3)n2)cc1. Reaction SMILES: [CH3:28][O:29][c:30]1[cH:31][cH:32][c:33]([O:36][B:37]([O-:38])[O-:39])[cH:34][cH:35]1.[Cl:1][c:2]1[n:3][cH:4][cH:5][c:6]([N:8]2[CH2:9][CH2:10][N:11]([c:14]3[c:15]([CH3:27])[c:16]([CH3:26])[c:17]4[c:18]([c:24]3[CH3:25])[CH2:19][C:20]([CH3:22])([CH3:23])[O:21]4)[CH2:12][CH2:13]2)[n:7]1>>[c:2]1(-[c:33]2[cH:32][cH:31][c:30]([O:29][CH3:28])[cH:35][cH:34]2)[n:3][cH:4][cH:5][c:6]([N:8]2[CH2:9][CH2:10][N:11]([c:14]3[c:15]([CH3:27])[c:16]([CH3:26])[c:17]4[c:18]([c:24]3[CH3:25])[CH2:19][C:20]([CH3:22])([CH3:23])[O:21]4)[CH2:12][CH2:13]2)[n:7]1. Reactants: COc1ccc(OB([O-])[O-])cc1, Cc1c(C)c(N2CCN(c3ccnc(Cl)n3)CC2)c(C)c2c1OC(C)(C)C2. Reactants: C(=O)=O (dry ice), CC1=C(C(=O)C2=C(C1=O)N3C[C@H]4[C@@H]([C@@]3([C@@H]2COC(=O)N)OC)N4)OC (mitomycin A), solution, [OH-].[K+] (KOH), C1C(O1)CO (glycidol), C1C(O1)CO (glycidol). The product is C(N)(O)=O.OCC1C2(N(C=3C(C(=C(C(C13)=O)OCC1CO1)C)=O)CC1C2N1)OC (1,1a,2,8,8a,8b-Hexahydro-8-(hydroxymethyl)-8a-methoxy-5-methyl-6-glycidoxy-azirino[2',3':3,4]pyrrolo[1,2-a]indole-4,7-dione carbamate). The yield is 33.0%. As a reaction SMILES: [CH3:1][C:2]1[C:8](=[O:9])[C:7]2[N:10]3[C@@:14]([O:21][CH3:22])([C@H:15]([CH2:16][O:17][C:18]([NH2:20])=[O:19])[C:6]=2[C:4](=[O:5])[C:3]=1[O:24][CH3:25])[C@H:13]1[NH:23][C@H:12]1[CH2:11]3.[OH-].[K+].C(=O)=O.[CH2:31]1[O:33][CH:32]1CO>>[C:18](=[O:17])([OH:19])[NH2:20].[OH:17][CH2:16][CH:15]1[C:6]2[C:4](=[O:5])[C:3]([O:24][CH2:25][CH:32]3[O:33][CH2:31]3)=[C:2]([CH3:1])[C:8](=[O:9])[C:7]=2[N:10]2[CH2:11][CH:12]3[NH:23][CH:13]3[C:14]12[O:21][CH3:22] |f:1.2,5.6|. Reported procedure: A solution of mitomycin A (100 mg or 0.286 mmole) in 4 ml of glycidol was stirred at room temperature and under nitrogen for 45 minutes with 500 mg of a 1.6% solution of KOH in glycidol. The reaction mixture was decomposed with excess dry ice while immersing the flask into a water bath at room temperature. The crude reaction product was chromatographed on a silica gel column using first CHCl3 -MeOH 9.5:0.5, which elutes glycidol and pink by-products, and then CHCl3 -MeOH 9:1, which elutes the pr... RXN SMILES: [CH3:67][CH2:68][O:69][C:70](=[O:71])[CH3:72].[CH3:73][C:74]#[N:75].[F:1][c:2]1[cH:3][cH:4][c:5]([O:19][CH3:20])[c:6]([C:8]([CH2:9][C:10]2([C:13]([F:14])([F:15])[F:16])[O:11][CH2:12]2)([CH3:17])[CH3:18])[cH:7]1.[F:42][C:43]([F:44])([F:45])[S:46]([O-:47])(=[O:48])=[O:49].[F:51][C:52]([F:53])([F:54])[S:55]([O-:56])(=[O:57])=[O:58].[F:59][C:60]([F:61])([F:62])[S:63]([O-:64])(=[O:65])=[O:66].[NH2:21][c:22]1[c:23]2[cH:24][n:25][n:26](-[c:32]3[cH:33][c:34]([C:35](=[O:36])[O:37][CH3:38])[cH:39][cH:40][cH:41]3)[c:27]2[cH:28][c:29]([CH3:31])[cH:30]1.[Yb+3:50]>>[F:1][c:2]1[cH:3][cH:4][c:5]([O:19][CH3:20])[c:6]([C:8]([CH2:9][C:10]([OH:11])([CH2:12][NH:21][c:22]2[c:23]3[cH:24][n:25][n:26](-[c:32]4[cH:33][c:34]([C:35](=[O:36])[O:37][CH3:38])[cH:39][cH:40][cH:41]4)[c:27]3[cH:28][c:29]([CH3:31])[cH:30]2)[C:13]([F:14])([F:15])[F:16])([CH3:17])[CH3:18])[cH:7]1. Yields the product COC(=O)c1cccc(-n2ncc3c(NCC(O)(CC(C)(C)c4cc(F)ccc4OC)C(F)(F)F)cc(C)cc32)c1. The reactants are CCOC(C)=O, CC#N, COc1ccc(F)cc1C(C)(C)CC1(C(F)(F)F)CO1, O=S(=O)([O-])C(F)(F)F, O=S(=O)([O-])C(F)(F)F, O=S(=O)([O-])C(F)(F)F, COC(=O)c1cccc(-n2ncc3c(N)cc(C)cc32)c1, [Yb+3].